Dataset: the Open Reaction Database (ORD), a public repository of structured organic reaction records. Task: describe an organic reaction: reactants, conditions, products, and yield The reactants are CC1(CC=C(CC1)C1=C(C=CC(=C1)C1(CCOCC1)CO)NC(=O)C=1NC=C(N1)C#N)C (4-Cyano-1H-imidazole-2-carboxylic acid [2-(4,4-dimethyl-cyclohex-1-enyl)-4-(4-hydroxymethyl-tetrahydro-pyran-4-yl)-phenyl]-amide), CC(=O)OI1(C=2C=CC=CC2C(=O)O1)(OC(=O)C)OC(=O)C (Dess-Martin periodinane). Product: CC1(CC=C(CC1)C1=C(C=CC(=C1)C1(CCOCC1)C=O)NC(=O)C=1NC=C(N1)C#N)C (4-Cyano-1H-imidazole-2-carboxylic acid [2-(4,4-dimethyl-cyclohex-1-enyl)-4-(4-formyl-tetrahydro-pyran-4-yl)-phenyl]-amide). Yield: 100.4%. RXN SMILES: [CH3:1][C:2]1([CH3:32])[CH2:7][CH2:6][C:5]([C:8]2[CH:13]=[C:12]([C:14]3([CH2:20][OH:21])[CH2:19][CH2:18][O:17][CH2:16][CH2:15]3)[CH:11]=[CH:10][C:9]=2[NH:22][C:23]([C:25]2[NH:26][CH:27]=[C:28]([C:30]#[N:31])[N:29]=2)=[O:24])=[CH:4][CH2:3]1.CC(OI1(OC(C)=O)(OC(C)=O)OC(=O)C2C=CC=CC1=2)=O>>[CH3:1][C:2]1([CH3:32])[CH2:7][CH2:6][C:5]([C:8]2[CH:13]=[C:12]([C:14]3([CH:20]=[O:21])[CH2:19][CH2:18][O:17][CH2:16][CH2:15]3)[CH:11]=[CH:10][C:9]=2[NH:22][C:23]([C:25]2[NH:26][CH:27]=[C:28]([C:30]#[N:31])[N:29]=2)=[O:24])=[CH:4][CH2:3]1. Procedure details: The title compound was prepared by the procedure of Example 21, step (a) using 4-cyano-1H-imidazole-2-carboxylic acid [2-(4,4-dimethyl-cyclohex-1-enyl)-4-(4-hydroxymethyl-tetrahydro-pyran-4-yl)-phenyl]-amide (as prepared in Example 25, 40.0 mg, 0.0921 mmol) and Dess-Martin periodinane (80.5 mg, 0.184 mmol). The title compound (40 mg, 100%) was obtained as a white solid and used in the next step without further purification. Mass spectrum (ESI, m/z): Calcd. for C25H28N4O3, 433.2 (M+H). found 433.... Starting materials: Fc1ccc(Br)nc1, [H-], [Na+], C1CCOC1, O, SCc1ccccc1. Product: Fc1ccc(SCc2ccccc2)nc1. As a reaction SMILES: [Br:11][c:12]1[n:13][cH:14][c:15]([F:18])[cH:16][cH:17]1.[H-:1].[Na+:2].[O:19]1[CH2:20][CH2:21][CH2:22][CH2:23]1.[OH2:24].[c:3]1([CH2:9][SH:10])[cH:4][cH:5][cH:6][cH:7][cH:8]1>>[c:3]1([CH2:9][S:10][c:12]2[n:13][cH:14][c:15]([F:18])[cH:16][cH:17]2)[cH:4][cH:5][cH:6][cH:7][cH:8]1. Reactants: CC(=O)O, O=N[O-], Nc1ncc(N)c(N)n1, [Na+], O. Yields the product Nc1nc(N)c(N)c(N=O)n1. Reaction SMILES: [CH3:15][C:16](=[O:17])[OH:18].[N:1](=[O:2])[O-:3].[NH2:5][c:6]1[c:7]([NH2:13])[n:8][c:9]([NH2:12])[n:10][cH:11]1.[Na+:4].[OH2:14]>>[N:1](=[O:3])[c:11]1[c:6]([NH2:5])[c:7]([NH2:13])[n:8][c:9]([NH2:12])[n:10]1. Starting materials: O (Water), [H-].[Na+] (sodium hydride), ICCCCC (1-iodopentane), C(C)(=O)N(CCCN(C)C)C1=C(C=C(C=C1)C=1OC2=C(C(C1)=O)C(=C(C=C2F)F)N)F (2-[4-[N-acetyl-N-(3-dimethylaminopropyl)amino]-3-fluorophenyl]-5-amino-6,8-difluoro-4H-1-benzopyran-4-one). The solvent is CN(C=O)C (dimethylformamide). Run at time 50 minute. Product: C(C)(=O)N(CCCN(C)C)C1=C(C=C(C=C1)C=1OC2=C(C(C1)=O)C(=C(C=C2F)F)NCCCCC)F (2-[4-[N-acetyl-N-(3-dimethylaminopropyl)amino]-3-fluorophenyl]-6,8-difluoro-5-pentylamino-4H-1-benzopyran-4-one). Yield: 64.7%. As a reaction SMILES: [C:1]([N:4]([C:11]1[CH:16]=[CH:15][C:14]([C:17]2[O:18][C:19]3[C:27]([F:28])=[CH:26][C:25]([F:29])=[C:24]([NH2:30])[C:20]=3[C:21](=[O:23])[CH:22]=2)=[CH:13][C:12]=1[F:31])[CH2:5][CH2:6][CH2:7][N:8]([CH3:10])[CH3:9])(=[O:3])[CH3:2].[H-].[Na+].I[CH2:35][CH2:36][CH2:37][CH2:38][CH3:39].O>CN(C)C=O>[C:1]([N:4]([C:11]1[CH:16]=[CH:15][C:14]([C:17]2[O:18][C:19]3[C:27]([F:28])=[CH:26][C:25]([F:29])=[C:24]([NH:30][CH2:35][CH2:36][CH2:37][CH2:38][CH3:39])[C:20]=3[C:21](=[O:23])[CH:22]=2)=[CH:13][C:12]=1[F:31])[CH2:5][CH2:6][CH2:7][N:8]([CH3:9])[CH3:10])(=[O:3])[CH3:2] |f:1.2|. Procedure details: 1.01 g (2.33 mmol) of the above 2-[4-[N-acetyl-N-(3-dimethylaminopropyl)amino]-3-fluorophenyl]-5-amino-6,8-difluoro-4H-1-benzopyran-4-one was dissolved in 20 mL of dimethylformamide under argon atmosphere, 190 mg (4.75 mmol) of sodium hydride (60% oil dispersion) and 0.61 mL (4.7 mmol) of 1-iodopentane were added under ice-cooling and the mixture was stirred at room temperature for 50 minutes. Water was added to the reaction solution and the mixture was extracted twice with ethyl acetate. The or... Starting materials: O=C([O-])[O-], CN(C)C=O, CCOC(C)=O, Cc1nsc(-c2ccc(Cl)nn2)n1, Cl, [K+], [K+], c1ccc2c(c1)CCC21CCNCC1. Product: Cc1nsc(-c2ccc(N3CCC4(CCc5ccccc54)CC3)nn2)n1. RXN SMILES: [C:29](=[O:30])([O-:31])[O-:32].[CH3:35][N:36]([CH3:37])[CH:38]=[O:39].[CH3:40][CH2:41][O:42][C:43](=[O:44])[CH3:45].[Cl:1][c:2]1[n:3][n:4][c:5](-[c:8]2[n:9][c:10]([CH3:13])[n:11][s:12]2)[cH:6][cH:7]1.[ClH:14].[K+:33].[K+:34].[NH:15]1[CH2:16][CH2:17][C:18]2([CH2:19][CH2:20][c:21]3[cH:22][cH:23][cH:24][cH:25][c:26]32)[CH2:27][CH2:28]1>>[c:2]1([N:15]2[CH2:16][CH2:17][C:18]3([CH2:19][CH2:20][c:21]4[cH:22][cH:23][cH:24][cH:25][c:26]43)[CH2:27][CH2:28]2)[n:3][n:4][c:5](-[c:8]2[n:9][c:10]([CH3:13])[n:11][s:12]2)[cH:6][cH:7]1. The reactants are C(C)(C)C1C(C2=C(C=CC(=C2C1)C)O)=O (2-isopropyl-4-methyl-7-hydroxyindan-1-one), CC1CC(C2=C(C=CC(=C12)C)OC)=O (3,4-dimethyl-7-methoxyindan-1-one). The solvent is C(C)O (ethanol). The product is C1(CCC2=CC=CC=C12)=O (indanone). Reaction SMILES: C([CH:4]1[CH2:12][C:11]2[C:6](=[C:7](O)[CH:8]=[CH:9][C:10]=2C)[C:5]1=[O:15])(C)C.CC1C2C(=C(OC)C=CC=2C)C(=O)C1>C(O)C>[C:5]1(=[O:15])[C:6]2[C:11](=[CH:10][CH:9]=[CH:8][CH:7]=2)[CH2:12][CH2:4]1. Procedure details: The above-described aromatic composition according to the present process is added in an amount of 1 ppm to the materials of candies, and candies are prepared therefrom. A 5 % ethanol solution of the mixture (in the ratio 1:1) of 2-isopropyl-4-methyl-7-hydroxyindan-1-one and 3,4-dimethyl-7-methoxyindan-1-one is added to the materials but in an amount to give 10 ppm by weight of said indanone compounds mixture thereto, and candies are prepared therefrom. Procedure details: 10 g of 5-azidoacetyl-2,2-dimethyl-1,3-benzoxathiole (VIII) was added portionwise to a cooled solution of 20 g stannous chloride and 7 g sodium formate in the mixture of 16 ml of acetic-formic anhydride and 9 ml of formic acid. After 14 hours at room temperature the mixture was quenched with ice and dilute hydrochloric acid and extracted with ethyl acetate. The extract was dried over MgSO4, evaporated, and the residue purified by chromatography through a column of silica gel eluted with ethyl ac... Yield: 59.5%. As a reaction SMILES: [N:1]([CH2:4][C:5]([C:7]1[CH:8]=[CH:9][C:10]2[O:14][C:13]([CH3:16])([CH3:15])[S:12][C:11]=2[CH:17]=1)=[O:6])=[N+]=[N-].[CH:18]([O-])=[O:19].[Na+].C(OC(=O)C)=O>C(O)=O>[CH:18]([NH:1][CH2:4][C:5]([C:7]1[CH:8]=[CH:9][C:10]2[O:14][C:13]([CH3:16])([CH3:15])[S:12][C:11]=2[CH:17]=1)=[O:6])=[O:19] |f:1.2|. Solvent: C(=O)O (formic acid). The product is C(=O)NCC(=O)C=1C=CC2=C(SC(O2)(C)C)C1 (5-Formamidoacetyl-2,2-Dimethyl-1,3-Benzoxathiole). Starting materials: N(=[N+]=[N-])CC(=O)C=1C=CC2=C(SC(O2)(C)C)C1 (5-Azidoacetyl-2,2-Dimethyl-1,3-Benzoxathiole), stannous chloride, C(=O)[O-].[Na+] (sodium formate), C(=O)OC(C)=O (acetic-formic anhydride). The reactants are CCOC(=O)C (EtOAc), TEA, ClC(Cl)(OC(OC(Cl)(Cl)Cl)=O)Cl (triphosgene), NC=1C(=CC(=NC1)C(=O)N[C@H](C1=NC=CC=C1F)C1=CC(=C(C=C1)OC(F)(F)F)F)O ((S)-5-amino-N-((3-fluoro-4-(trifluoromethoxy)phenyl) (3-fluoropyridin-2-yl)methyl)-4-hydroxypicolinamide). The solvent is CCCCCC (hexane), C1CCOC1 (THF). Run at temperature -78 celsius. The product is FC=1C=C(C=CC1OC(F)(F)F)[C@H](NC(=O)C1=CC2=C(C=N1)NC(O2)=O)C2=NC=CC=C2F ((S)—N-((3-Fluoro-4-(trifluoromethoxy)phenyl)(3-fluoropyridin-2-yl)methyl)-2-oxo-2,3-dihydrooxazolo[4,5-c]pyridine-6-carboxamide). As a reaction SMILES: [NH2:1][C:2]1[C:3]([OH:31])=[CH:4][C:5]([C:8]([NH:10][C@@H:11]([C:19]2[CH:24]=[CH:23][C:22]([O:25][C:26]([F:29])([F:28])[F:27])=[C:21]([F:30])[CH:20]=2)[C:12]2[C:17]([F:18])=[CH:16][CH:15]=[CH:14][N:13]=2)=[O:9])=[N:6][CH:7]=1.Cl[C:33](Cl)([O:35]C(=O)OC(Cl)(Cl)Cl)Cl.CCOC(C)=O>C1COCC1.CCCCCC>[F:30][C:21]1[CH:20]=[C:19]([C@@H:11]([C:12]2[C:17]([F:18])=[CH:16][CH:15]=[CH:14][N:13]=2)[NH:10][C:8]([C:5]2[N:6]=[CH:7][C:2]3[NH:1][C:33](=[O:35])[O:31][C:3]=3[CH:4]=2)=[O:9])[CH:24]=[CH:23][C:22]=1[O:25][C:26]([F:27])([F:29])[F:28]. Procedure details: To a cooled (−78° C.) and stirred mixture of ((S)-5-amino-N-((3-fluoro-4-(trifluoromethoxy)phenyl) (3-fluoropyridin-2-yl)methyl)-4-hydroxypicolinamide (200 mg, 0.00045 mol) in THF (5 mL) was added TEA (0.31 mL, 0.002 mol, Spectrochem, India) and triphosgene (270 mg, 0.0009 mol, Spectrochem, India). The reaction mixture was stirred for 2 h at same temperature, slowly warmed to rt and stirred overnight. After completion of the reaction (monitored by TLC, 50% EtOAc in hexane), the reaction mixture ... The reactants are NN1C2=C(C(=C(C1=O)C1=NS(C3=C(N1)C=CC=C3)(=O)=O)O)SC=C2 (4-amino-6-(1,1-dioxido-4H-1,2,4-benzothiadiazin-3-yl)-7-hydroxythieno[3,2-b]pyridin 5(4H)-one), C1(=CC=CC=C1)C(C)=O (1-phenylethanone). The solvent is CN(C(C)=O)C (N,N-dimethylacetamide). Run at temperature 25 celsius. Yields the product O=S1(N=C(NC2=C1C=CC=C2)C2=C(C1=C(N(C2=O)N=C(C)C2=CC=CC=C2)C=CS1)O)=O (6-(1,1-dioxido-4H-1,2,4-benzothiadiazin-3-yl)-7-hydroxy-4-{[1-phenylethylidene]amino}thieno[3,2-b]pyridin-5(4H)-one). As a reaction SMILES: [NH2:1][N:2]1[C:7](=[O:8])[C:6]([C:9]2[NH:14][C:13]3[CH:15]=[CH:16][CH:17]=[CH:18][C:12]=3[S:11](=[O:20])(=[O:19])[N:10]=2)=[C:5]([OH:21])[C:4]2[S:22][CH:23]=[CH:24][C:3]1=2.[C:25]1([C:31](=O)[CH3:32])[CH:30]=[CH:29][CH:28]=[CH:27][CH:26]=1>CN(C)C(=O)C>[O:19]=[S:11]1(=[O:20])[C:12]2[CH:18]=[CH:17][CH:16]=[CH:15][C:13]=2[NH:14][C:9]([C:6]2[C:7](=[O:8])[N:2]([N:1]=[C:31]([C:25]3[CH:30]=[CH:29][CH:28]=[CH:27][CH:26]=3)[CH3:32])[C:3]3[CH:24]=[CH:23][S:22][C:4]=3[C:5]=2[OH:21])=[N:10]1. Reported procedure: The product of Example 268D (0.073 g, 0.2 mmol) was reacted with 1-phenylethanone (1.2 g, 10.0 mmol) in N,N-dimethylacetamide (2 mL) in a sealed tube at 135° C. for 75 minutes in a microwave reactor. The reaction was cooled to 25° C. and concentrated under vacuum. The resulting residue was triturated with diethyl ether (3 mL) and filtered to give the title compound.